Dataset: the Open Reaction Database (ORD), a public repository of structured organic reaction records. Task: describe an organic reaction: reactants, conditions, products, and yield Starting materials: N1C(=O)N=C(N)C=C1 (cytosine), FF (fluorine), FC(CO)(F)F (2,2,2-trifluoroetanol). Yields the product FC=1C(NC(NC1)=O)=O (5-fluorouracil). RXN SMILES: [NH:1]1[CH:8]=CC(N)=[N:4][C:2]1=[O:3].FF.[F:11][C:12](F)(F)[CH2:13][OH:14]>>[F:11][C:12]1[C:13](=[O:14])[NH:4][C:2](=[O:3])[NH:1][CH:8]=1. Procedure details: The reaction and the treatment were carried out in the same manner as in Example 1 but using a solution of cytosine (1.11 g) in 2,2,2-trifluoroetanol (100 ml) and blowing the fluorine gas therein at 20° C. to give 5-fluorouracil (0.72 g). Yield, 55%. Reported procedure: This compound was prepared according to the procedure of Example 1.35, Step 4, using 4.18-B of Step 2 and 4.15-F of Example 4.15, Step 6 as the starting materials. LCMS found for C29H34NO5S2 (M+H)+: m/z=539. Product: C(C)(C)(C)N1S(C(CC1=O)C1=CC=C(C=C1)CSCC1=CC=C(C=C1)C1=C(C=C(C=C1)OC)OC)(=O)=O (2-tert-Butyl-5-[4-(2′,4′-dimethoxy-biphenyl-4-ylmethylsulfanylmethyl)-phenyl]-1,1-dioxo-1λ6-isothiazolidin-3-one). RXN SMILES: Br[CH2:2][C:3]1[CH:8]=[CH:7][C:6]([C:9]2[CH:14]=[CH:13][C:12]([O:15][CH3:16])=[CH:11][C:10]=2[O:17][CH3:18])=[CH:5][CH:4]=1.[C:19]([N:23]1[C:27](=[O:28])[CH2:26][CH:25]([C:29]2[CH:34]=[CH:33][C:32]([CH2:35][SH:36])=[CH:31][CH:30]=2)[S:24]1(=[O:38])=[O:37])([CH3:22])([CH3:21])[CH3:20]>>[C:19]([N:23]1[C:27](=[O:28])[CH2:26][CH:25]([C:29]2[CH:34]=[CH:33][C:32]([CH2:35][S:36][CH2:2][C:3]3[CH:8]=[CH:7][C:6]([C:9]4[CH:14]=[CH:13][C:12]([O:15][CH3:16])=[CH:11][C:10]=4[O:17][CH3:18])=[CH:5][CH:4]=3)=[CH:31][CH:30]=2)[S:24]1(=[O:37])=[O:38])([CH3:22])([CH3:20])[CH3:21]. The reactants are BrCC1=CC=C(C=C1)C1=C(C=C(C=C1)OC)OC (4′-Bromomethyl-2,4-dimethoxy-biphenyl), C(C)(C)(C)N1S(C(CC1=O)C1=CC=C(C=C1)CS)(=O)=O (2-tert-Butyl-5-(4-mercaptomethyl-phenyl)-1,1-dioxo-1λ6-isothiazolidin-3-one). The reactants are O=C(Cl)Cl, CC(C)C(C(=O)O)c1ccc(OC(F)F)cc1, O=S(Cl)Cl. Yields the product CC(C)C(C(=O)Cl)c1ccc(OC(F)F)cc1. Reaction SMILES: [Cl:5][C:6]([Cl:7])=[O:8].[F:9][CH:10]([O:11][c:12]1[cH:13][cH:14][c:15]([CH:18]([C:19]([OH:20])=[O:21])[CH:22]([CH3:23])[CH3:24])[cH:16][cH:17]1)[F:25].[S:1]([Cl:2])([Cl:3])=[O:4]>>[Cl:5][C:6](=[O:8])[CH:18]([c:15]1[cH:14][cH:13][c:12]([O:11][CH:10]([F:9])[F:25])[cH:17][cH:16]1)[CH:22]([CH3:23])[CH3:24].